This data is from the Open Reaction Database (ORD), a public repository of structured organic reaction records. The task is: describe an organic reaction: reactants, conditions, products, and yield The reactants are N1CCCCC1 (piperidine), Cl (hydrochloric acid), C1=COC(=C1)C=O (2-furfural), C(CC(=O)O)(=O)O (malonic acid). Run in N1=CC=CC=C1 (pyridine), O (water). Reaction conditions: temperature 100 celsius, time 3 hour. Product: O1C(=CC=C1)/C=C/C(=O)O ((2E)-3-(2-furyl)acrylic acid). Isolated yield 91.9%. Reaction SMILES: [CH:1]1[CH:5]=[C:4]([CH:6]=O)[O:3][CH:2]=1.C(O)(=O)[CH2:9][C:10]([OH:12])=[O:11].N1CCCCC1.Cl>N1C=CC=CC=1.O>[O:3]1[CH:2]=[CH:1][CH:5]=[C:4]1/[CH:6]=[CH:9]/[C:10]([OH:12])=[O:11]. Reported procedure: To a mixture of 2-furfural (500 g, 5.20 mol) and malonic acid (595 g, 5.72 mol) in pyridine (500 mL) was added piperidine (50 mL, 0.505 mol) at room temperature, and the mixture was stirred at 100° C. for 3 hr. The reaction solution was poured into water (1 L) and acidified with 6M hydrochloric acid. The resulting precipitate was collected by filtration to give the title compound (660 g, yield 92%). Starting materials: C(C)OC(C(C)(OC1=CC=C(C=C1)OCCC1N(C(NC1)=O)C)C)=O (2-methyl-2-{4-[2-(3-methyl-2-oxo-imidazolidin-4-yl)-ethoxy]-phenoxy}-propionic acid ethyl ester), suspension, [H-].[Na+] (NaH), resultant mixture, CS(=O)(=O)C1=CC=C(CCl)C=C1 (p-methylsulfonylbenzyl chloride), Cl (HCl). Solvent: O (water), CN(C)C=O (DMF). Reaction conditions: temperature 0 celsius, time 16 hour. Yields the product C(C)OC(C(C)(C)OC1=CC=C(C=C1)OCCC1N(C(N(C1)CC1=CC=C(C=C1)S(=O)(=O)C)=O)C)=O (2-(4-{2-[1-(4-methanesulfonyl-benzyl)-3-methyl-2-oxo-imidazolidin-4-yl]-ethoxy}-phenoxy)-2-methyl-propionic acid ethyl ester). Yield: 42.0%. Reaction SMILES: [CH2:1]([O:3][C:4](=[O:25])[C:5]([CH3:24])([O:7][C:8]1[CH:13]=[CH:12][C:11]([O:14][CH2:15][CH2:16][CH:17]2[CH2:21][NH:20][C:19](=[O:22])[N:18]2[CH3:23])=[CH:10][CH:9]=1)[CH3:6])[CH3:2].[H-].[Na+].[CH3:28][S:29]([C:32]1[CH:39]=[CH:38][C:35]([CH2:36]Cl)=[CH:34][CH:33]=1)(=[O:31])=[O:30].Cl>CN(C=O)C.O>[CH2:1]([O:3][C:4](=[O:25])[C:5]([O:7][C:8]1[CH:9]=[CH:10][C:11]([O:14][CH2:15][CH2:16][CH:17]2[CH2:21][N:20]([CH2:36][C:35]3[CH:34]=[CH:33][C:32]([S:29]([CH3:28])(=[O:31])=[O:30])=[CH:39][CH:38]=3)[C:19](=[O:22])[N:18]2[CH3:23])=[CH:12][CH:13]=1)([CH3:24])[CH3:6])[CH3:2] |f:1.2|. Procedure: A solution of 2-methyl-2-{4-[2-(3-methyl-2-oxo-imidazolidin-4-yl)-ethoxy]-phenoxy}-propionic acid ethyl ester (0.143 g, 0.408 mmol) in dry DMF (4 mL) was treated a 60% suspension of NaH (0.033 g, 0.825 mmol) and the resultant mixture was stirred at room temperature for 20 minutes under N2. The reaction mixture was cooled to 0° C. and then treated with p-methylsulfonylbenzyl chloride and then warmed to room temperature and stirred for 16 h. The reaction was acidified with aqueous 1 N HCl (4 mL), ... The reactants are ClC1=C(C=C(C=C1)O)OC (4-chloro-3-methoxyphenol), C(\C=C\C)(=O)O (crotonic acid), ice, O (water). The solvent is CS(=O)(=O)O (methane sulfonic acid). Reaction conditions: temperature 23 celsius. The product is ClC=1C=C2C(CC(OC2=CC1OC)C)=O (6-Chloro-7-methoxy-2-methylchroman-4-one). Reaction SMILES: [Cl:1][C:2]1[CH:7]=[CH:6][C:5]([OH:8])=[CH:4][C:3]=1[O:9][CH3:10].[C:11](O)(=[O:15])/[CH:12]=[CH:13]/[CH3:14].O>CS(O)(=O)=O>[Cl:1][C:2]1[CH:7]=[C:6]2[C:5](=[CH:4][C:3]=1[O:9][CH3:10])[O:8][CH:13]([CH3:14])[CH2:12][C:11]2=[O:15]. Procedure: A solution of 1.0 g (6.3 mmol) 4-chloro-3-methoxyphenol and 5.4 g (6.3 mmol) crotonic acid in 15 ml methane sulfonic acid was heated at 95° C. under nitrogen for 20 hours. The reaction was cooled to 23° C., poured onto 150 ml ice and water and extracted with 100 ml ethyl acetate. The ethyl acetate extract was successively washed with 100 ml water, 2×100 ml 1N sodium hydroxide and 100 ml brine, dried over magnesium sulfate and concentrated in vacuo to a purple crystalline solid. This was purified... The reactants are ClC=1N=C2N3[C@@H](CNC(C3=CC2=CC1)=O)C ((R)-6-chloro-4-methyl-3,4-dihydro-2H-2,4a,5-triaza-fluoren-1-one), C(C)OC(=O)C1=CC=2C(=NC(=CC2)Br)N1[C@@H](CNC(=O)OC(C)(C)C)C ((R)-6-bromo-1-(2-tert-butoxycarbonylamino-1-methyl-ethyl)-1H-pyrrolo[2,3-b]pyridine-2-carboxylic acid ethyl ester). Product: BrC=1N=C2N3[C@@H](CNC(C3=CC2=CC1)=O)C ((R)-6-Bromo-4-methyl-3,4-dihydro-2H-2,4a,5-triaza-fluoren-1-one). RXN SMILES: ClC1N=C2C(=CC=1)C=C1N2[C@H](C)CNC1=O.C(OC([C:22]1[N:31]([C@H:32]([CH3:42])[CH2:33][NH:34][C:35](OC(C)(C)C)=[O:36])[C:25]2=[N:26][C:27]([Br:30])=[CH:28][CH:29]=[C:24]2[CH:23]=1)=O)C>>[Br:30][C:27]1[N:26]=[C:25]2[C:24](=[CH:29][CH:28]=1)[CH:23]=[C:22]1[N:31]2[C@H:32]([CH3:42])[CH2:33][NH:34][C:35]1=[O:36]. Reported procedure: This compound was prepared in analogy to Example 1, intermediate b) from (R)-6-bromo-1-(2-tert-butoxycarbonylamino-1-methyl-ethyl)-1H-pyrrolo[2,3-b]pyridine-2-carboxylic acid ethyl ester. The reactants are N12C(CCCCC(N3CCC[C@@H]3C(OCCCC=CCCCOC([C@H]2CCC1)=O)=O)=O)=O ((12R,25R)-14,23-dioxa-1,8-diaza-tricyclo[23.3.0.0 8,12]octacos-18-ene-2,7,13,24-tetraone). The reagents and catalysts are [Pd] (palladium/carbon). The solvent is C(C)OC(C)=O (ethylacetate). Product: N12C(CCCCC(N3CCC[C@@H]3C(OCCCCCCCCOC([C@H]2CCC1)=O)=O)=O)=O ((12R,25R)-14,23-dioxa-1,8-diaza-tricyclo[23.3.0.0 8,12]octacosane-2,7,13,24-tetraone). Isolated yield 60.4%. Reaction SMILES: [N:1]12[CH2:28][CH2:27][CH2:26][C@@H:25]1[C:24](=[O:29])[O:23][CH2:22][CH2:21][CH2:20][CH:19]=[CH:18][CH2:17][CH2:16][CH2:15][O:14][C:13](=[O:30])[C@@H:12]1[N:8]([CH2:9][CH2:10][CH2:11]1)[C:7](=[O:31])[CH2:6][CH2:5][CH2:4][CH2:3][C:2]2=[O:32]>C(OC(=O)C)C.[Pd]>[N:1]12[CH2:28][CH2:27][CH2:26][C@@H:25]1[C:24](=[O:29])[O:23][CH2:22][CH2:21][CH2:20][CH2:19][CH2:18][CH2:17][CH2:16][CH2:15][O:14][C:13](=[O:30])[C@@H:12]1[N:8]([CH2:9][CH2:10][CH2:11]1)[C:7](=[O:31])[CH2:6][CH2:5][CH2:4][CH2:3][C:2]2=[O:32]. Procedure details: A mixture of 400 mg (0.9 mmol) (12R,25R)-14,23-dioxa-1,8-diaza-tricyclo[23.3.0.0 8,12]octacos-18-ene-2,7,13,24-tetraone and 40 mg 10% palladium/carbon in 10 ml ethylacetate was hydrogenated over night. Filtration and removal of the solvent yielded 245 mg (61%) (12R,25R)-14,23-dioxa-1,8-diaza-tricyclo[23.3.0.0 8,12]octacosane-2,7,13,24-tetraone as a white solid, MS m/e (%): 451 (M+H+, 100).